This data is from the Open Reaction Database (ORD), a public repository of structured organic reaction records. The task is: describe an organic reaction: reactants, conditions, products, and yield RXN SMILES: [CH2:1]([c:2]1[cH:3][cH:4][cH:5][cH:6][cH:7]1)[N:8]1[CH2:9][CH2:10][CH:11]([O:14][Si:15]([CH3:16])([CH3:17])[C:18]([CH3:19])([CH3:20])[CH3:21])[CH2:12][CH2:13]1.[CH3:27][OH:28].[H:22][H:23].[OH-:24].[OH-:26].[Pd+2:25]>>[NH:8]1[CH2:9][CH2:10][CH:11]([O:14][Si:15]([CH3:16])([CH3:17])[C:18]([CH3:19])([CH3:20])[CH3:21])[CH2:12][CH2:13]1. The product is CC(C)(C)[Si](C)(C)OC1CCNCC1. Starting materials: CC(C)(C)[Si](C)(C)OC1CCN(Cc2ccccc2)CC1, CO, [H][H], [OH-], [OH-], [Pd+2]. Starting materials: O (water), FC1=CC(=C(OC=2C=CC(=NC2)OCC(=O)OC)C=C1N1C(N(C(=CC1=O)C(F)(F)F)C)=O)[N+](=O)[O-] (5-{4-fluoro-5-[3-methyl-2,6-dioxo-4-(trifluoromethyl)-1,2,3,6-tetrahydropyrimidin-1-yl]-2-nitrophenoxy}-2-(methoxycarbonyl)methoxypyridine). Reagents/catalysts: [Fe] (iron). Solvent: C(C)(=O)O (acetic acid), C(C)(=O)O (acetic acid). Run at temperature 35 celsius, time 2 hour. Yields the product NC1=C(OC=2C=CC(=NC2)OCC(=O)OC)C=C(C(=C1)F)N1C(N(C(=CC1=O)C(F)(F)F)C)=O (5-{2-amino-4-fluoro-5-[3-methyl-2,6-dioxo-4-(trifluoromethyl)-1,2,3,6-tetrahydropyrimidin-1-yl]phenoxy}-2-(methoxycarbonyl)methoxypyridine). Isolated yield 94.8%. RXN SMILES: O.[F:2][C:3]1[C:21]([N:22]2[C:27](=[O:28])[CH:26]=[C:25]([C:29]([F:32])([F:31])[F:30])[N:24]([CH3:33])[C:23]2=[O:34])=[CH:20][C:6]([O:7][C:8]2[CH:9]=[CH:10][C:11]([O:14][CH2:15][C:16]([O:18][CH3:19])=[O:17])=[N:12][CH:13]=2)=[C:5]([N+:35]([O-])=O)[CH:4]=1>C(O)(=O)C.[Fe]>[NH2:35][C:5]1[CH:4]=[C:3]([F:2])[C:21]([N:22]2[C:27](=[O:28])[CH:26]=[C:25]([C:29]([F:30])([F:32])[F:31])[N:24]([CH3:33])[C:23]2=[O:34])=[CH:20][C:6]=1[O:7][C:8]1[CH:9]=[CH:10][C:11]([O:14][CH2:15][C:16]([O:18][CH3:19])=[O:17])=[N:12][CH:13]=1. Reported procedure: To a mixed solution of 1.2 g of an iron powder, 5 ml of acetic acid and 0.5 ml of water was added a solution of 0.93 g of 5-{4-fluoro-5-[3-methyl-2,6-dioxo-4-(trifluoromethyl)-1,2,3,6-tetrahydropyrimidin-1-yl]-2-nitrophenoxy}-2-(methoxycarbonyl)methoxypyridine in 4 ml of acetic acid dropwise while maintaining the temperature of the reaction solution at 35° C. or lower. After completion of the addition, the mixture was stirred for 2 hours, then, filtrated through Celite, and concentrated. The res...